This data is from the Open Reaction Database (ORD), a public repository of structured organic reaction records. The task is: describe an organic reaction: reactants, conditions, products, and yield Starting materials: ClC=1C=C(C#N)C=CN1 (2-chloroisonicotinonitrile), C[Al](C)C (trimethylaluminum), Cl (HCl). The reagents and catalysts are C=1C=CC(=CC1)[P](C=2C=CC=CC2)(C=3C=CC=CC3)[Pd]([P](C=4C=CC=CC4)(C=5C=CC=CC5)C=6C=CC=CC6)([P](C=7C=CC=CC7)(C=8C=CC=CC8)C=9C=CC=CC9)[P](C=1C=CC=CC1)(C=1C=CC=CC1)C=1C=CC=CC1 (tetrakis(triphenylphosphine)palladium). Run in O1CCOCC1 (dioxane). Product: CC=1C=C(C#N)C=CN1 (2-Methyl-isonicotinonitrile). Isolated yield 57.6%. Reaction SMILES: Cl[C:2]1[CH:3]=[C:4]([CH:7]=[CH:8][N:9]=1)[C:5]#[N:6].[CH3:10][Al](C)C.Cl>O1CCOCC1.C1C=CC([P]([Pd]([P](C2C=CC=CC=2)(C2C=CC=CC=2)C2C=CC=CC=2)([P](C2C=CC=CC=2)(C2C=CC=CC=2)C2C=CC=CC=2)[P](C2C=CC=CC=2)(C2C=CC=CC=2)C2C=CC=CC=2)(C2C=CC=CC=2)C2C=CC=CC=2)=CC=1>[CH3:10][C:2]1[CH:3]=[C:4]([CH:7]=[CH:8][N:9]=1)[C:5]#[N:6] |^1:24,26,45,64|. Procedure: A solution of 2-chloroisonicotinonitrile (2 g, 14.4 mmol), trimethylaluminum (7.94 ml, 15.9 mmol) and tetrakis(triphenylphosphine)palladium (0) (367 mg, 318 μmol) in dioxane (20.0 ml) was heated to reflux for 4 h. The reaction mixture was poured on 1N HCl and extracted two times with EtOAc. The aqueous layer was basified with 3N NaOH and extracted with EtOAc. The combined organic extracts were dried with Na2SO4 and evaporated. The remaining solid was purified by column chromatography (silica gel... The reactants are CC(C)(C)C#CC=CCBr, O=C([O-])[O-], CNCc1cccc(NC(=O)c2ccccc2)c1, CN(C)C=O, Cl, [K+], [K+], O. Yields the product CN(CC=CC#CC(C)(C)C)Cc1cccc(NC(=O)c2ccccc2)c1. As a reaction SMILES: [Br:20][CH2:21][CH:22]=[CH:23][C:24]#[C:25][C:26]([CH3:27])([CH3:28])[CH3:29].[C:30](=[O:31])([O-:32])[O-:33].[CH3:2][NH:3][CH2:4][c:5]1[cH:6][c:7]([NH:11][C:12]([c:13]2[cH:14][cH:15][cH:16][cH:17][cH:18]2)=[O:19])[cH:8][cH:9][cH:10]1.[CH3:36][N:37]([CH3:38])[CH:39]=[O:40].[ClH:1].[K+:34].[K+:35].[OH2:41]>>[CH3:2][N:3]([CH2:4][c:5]1[cH:6][c:7]([NH:11][C:12]([c:13]2[cH:14][cH:15][cH:16][cH:17][cH:18]2)=[O:19])[cH:8][cH:9][cH:10]1)[CH2:21][CH:22]=[CH:23][C:24]#[C:25][C:26]([CH3:27])([CH3:28])[CH3:29]. The reactants are CCCCN, CC#N, CN(C)C=O, ClCc1nc2ccccc2[nH]1. Yields the product CCCCNCc1nc2ccccc2[nH]1. Reaction SMILES: [CH2:1]([CH2:2][CH2:3][CH3:4])[NH2:5].[CH3:17][C:18]#[N:19].[CH3:20][N:21]([CH3:22])[CH:23]=[O:24].[Cl:6][CH2:7][c:8]1[nH:9][c:10]2[c:11]([n:12]1)[cH:13][cH:14][cH:15][cH:16]2>>[CH2:1]([CH2:2][CH2:3][CH3:4])[NH:5][CH2:7][c:8]1[nH:9][c:10]2[c:11]([n:12]1)[cH:13][cH:14][cH:15][cH:16]2. Starting materials: CCO, NN=CC(O)C(O)C(O)CO, [H][H], O, O=[Pt]. Yields the product NNCC(O)C(O)C(O)CO. RXN SMILES: [CH3:14][CH2:15][OH:16].[CH:1]([CH:2]([OH:3])[CH:4]([OH:5])[CH:6]([OH:7])[CH2:8][OH:9])=[N:10][NH2:11].[H:12][H:13].[OH2:17].[Pt:18]=[O:19]>>[CH2:1]([CH:2]([OH:3])[CH:4]([OH:5])[CH:6]([OH:7])[CH2:8][OH:9])[NH:10][NH2:11].